This data is from the Open Reaction Database (ORD), a public repository of structured organic reaction records. The task is: describe an organic reaction: reactants, conditions, products, and yield Starting materials: C(C)N1N=CC=2C1=NC1=CC=CC=C1C2Cl (1-ethyl-4-chloro-1H-pyrazolo[3,4-b]quinoline), NCC=1OC=CC1 (2-aminomethylfuran). Solvent: CS(=O)C (DMSO). Yields the product C(C)N1N=CC=2C1=NC1=CC=CC=C1C2NCC=2OC=CC2 (1-ethyl-N-(2-furanylmethyl)-1H-pyrazolo[3,4-b]quinolin-4-amine). The yield is 34.2%. As a reaction SMILES: [CH2:1]([N:3]1[C:7]2=[N:8][C:9]3[C:14]([C:15](Cl)=[C:6]2[CH:5]=[N:4]1)=[CH:13][CH:12]=[CH:11][CH:10]=3)[CH3:2].[NH2:17][CH2:18][C:19]1[O:20][CH:21]=[CH:22][CH:23]=1>CS(C)=O>[CH2:1]([N:3]1[C:7]2=[N:8][C:9]3[C:14]([C:15]([NH:17][CH2:18][C:19]4[O:20][CH:21]=[CH:22][CH:23]=4)=[C:6]2[CH:5]=[N:4]1)=[CH:13][CH:12]=[CH:11][CH:10]=3)[CH3:2]. Reported procedure: A mixture of 1-ethyl-4-chloro-1H-pyrazolo[3,4-b]quinoline (1.0 g, 0.0043 mol), DMSO (3 mL) and 2-aminomethylfuran (0.8 mL, 0.009 mol) was heated at 90° for 3 hours. The reaction mixture was then partitioned between CH2Cl2 (50 mL) and water (50 mL). The aqueous layer was separated and then extracted with CH2Cl2 (25 mL) and then the CH2Cl2 layers were combined, washed with water dried over Na2SO4 and reduced to a volume of about 3-5 mL. The solution was passed through a silica gel column eluting w... Starting materials: NC1=NC2=CC=CC=C2C=C1 (2-aminoquinoline), C(C)OC(C(C#N)=COCC)=O (ethylethoxymethylenecyanoacetate). Product: N1=C(C=CC2=CC=CC=C12)NC=C(C(=O)OCC)C#N (ethyl 2-quinolylaminomethylenecyanoacetate). As a reaction SMILES: [NH2:1][C:2]1[CH:11]=[CH:10][C:9]2[C:4](=[CH:5][CH:6]=[CH:7][CH:8]=2)[N:3]=1.[CH2:12]([O:14][C:15](=[O:23])[C:16](=[CH:19]OCC)[C:17]#[N:18])[CH3:13]>>[N:3]1[C:4]2[C:9](=[CH:8][CH:7]=[CH:6][CH:5]=2)[CH:10]=[CH:11][C:2]=1[NH:1][CH:19]=[C:16]([C:17]#[N:18])[C:15]([O:14][CH2:12][CH3:13])=[O:23]. Reported procedure: Antaki, J. Am. Chem. Soc., 80, 3066-9 (1958) reports the condensation of 2-aminoquinoline and ethylethoxymethylenecyanoacetate to give ethyl 2-quinolylaminomethylenecyanoacetate which when distilled under reduced pressure afforded 1-oxo-1H-pyrimido[1,2-a]quinoline-2-carbonitrile. The compound demonstrated antischistosomal action.